From a dataset of the Open Reaction Database (ORD), a public repository of structured organic reaction records. describe an organic reaction: reactants, conditions, products, and yield Reactants: CC1=C(C=NC=C1)N1C(NCC1)=O (1-(4-methyl-pyridin-3-yl)-imidazolidin-2-one), BrC1=CC2=C(S1)C=CC=C2 (2-bromo-benzo[b]thiophene), N[C@H]1[C@@H](CCCC1)N (trans-1,2-diamino cyclohexane), C([O-])([O-])=O.[K+].[K+] (potassium carbonate). Reagents/catalysts: [Cu](I)I (copper iodide). Solvent: O1CCOCC1 (1,4-dioxane). The product is S1C2=C(C=C1N1C(N(CC1)C=1C=NC=CC1C)=O)C=CC=C2 (1-Benzo[b]thiophen-2-yl-3-(4-methyl-pyridin-3-yl)-imidazolidin-2-one). Yield: 39.3%. RXN SMILES: [CH3:1][C:2]1[CH:7]=[CH:6][N:5]=[CH:4][C:3]=1[N:8]1[CH2:12][CH2:11][NH:10][C:9]1=[O:13].Br[C:15]1[S:19][C:18]2[CH:20]=[CH:21][CH:22]=[CH:23][C:17]=2[CH:16]=1.N[C@@H]1CCCC[C@H]1N.C(=O)([O-])[O-].[K+].[K+]>[Cu](I)I.O1CCOCC1>[S:19]1[C:15]([N:10]2[CH2:11][CH2:12][N:8]([C:3]3[CH:4]=[N:5][CH:6]=[CH:7][C:2]=3[CH3:1])[C:9]2=[O:13])=[CH:16][C:17]2[CH:23]=[CH:22][CH:21]=[CH:20][C:18]1=2 |f:3.4.5|. Procedure details: Using the same reaction conditions as in Example 14, 1-(4-methyl-pyridin-3-yl)-imidazolidin-2-one (I-14b: 109.25 mg, 0.6171 mmol) was reacted with 2-bromo-benzo[b]thiophene (150 mg, 0.6171 mmol), 1,4-dioxane (5 mL), copper iodide (11.75 mg, 0.06171 mmol), trans-1,2-diamino cyclohexane (21.19 mg, 0.1851 mmol) and potassium carbonate (170.62 mg, 1.2342 mmol) to afford the crude product. Purification by column chromatography on silica gel (1% MeOH in chloroform) afforded 75 mg of the product (62.5%... The reactants are CC1(CCC(C2OC12)=O)C (5,5-dimethyl-7-oxabicyclo[4.1.0]heptan-2-one), [OH-].[K+] (potassium hydroxide), CO (methanol), CO (methanol). Solvent: O (water). Run at time 20 hour. Yields the product COC=1C(CCC(C1)(C)C)=O (2-methoxy-4,4-dimethylcyclohex-2-en-1-one). The yield is 45.9%. RXN SMILES: [CH3:1][C:2]1([CH3:10])[CH:8]2[CH:6]([O:7]2)[C:5](=[O:9])[CH2:4][CH2:3]1.[OH-].[K+].[CH3:13]O>O>[CH3:13][O:7][C:6]1[C:5](=[O:9])[CH2:4][CH2:3][C:2]([CH3:10])([CH3:1])[CH:8]=1 |f:1.2|. Reported procedure: A solution of 5,5-dimethyl-7-oxabicyclo[4.1.0]heptan-2-one (19.4 g, 138.4 mmol) in methanol (95 mL) was added to a solution of 85% potassium hydroxide (9.1 g, 138.4 mmol) in methanol (285 mL) at room temperature. The mixture was kept at this temperature for 20 hours and was then heated to reflux for 30 minutes. After cooling, the solution was diluted with water (750 mL) and extracted with diethyl ether (350 mL×4). The organic extracts were collected, washed with brine, dried on Na2SO4 and evapor... The reactants are FC1=C(CC(C2=CC=CC=C2)Br)C(=CC=C1)F (2,6-difluorobenzylbenzyl bromide), CS(=O)(=O)C1=NOC(C1)(C)C (3-methylsulfonyl-5,5-dimethyl-2-isoxazoline), C(O)S(=O)[O-].[Na+] (Rongalit), O.S.[Na] (sodium hydrogensulfide hydrate), C([O-])([O-])=O.[K+].[K+] (potassium carbonate). Run in O (water), CN(C)C=O (DMF). Conditions: time 2 hour. Product: FC1=C(CSC2=NOC(C2)(C)C)C(=CC=C1)F (3-(2,6-difluorobenzylthio)-5,5-dimethyl-2-isoxazoline). Yield: 80.5%. As a reaction SMILES: [CH3:1][S:2]([C:5]1[CH2:9][C:8]([CH3:11])([CH3:10])[O:7][N:6]=1)(=O)=O.O.S.[Na].C(=O)([O-])[O-].[K+].[K+].C(S([O-])=O)O.[Na+].[F:27][C:28]1[CH:42]=[CH:41][CH:40]=[C:39]([F:43])[C:29]=1CC(Br)C1C=CC=CC=1>CN(C=O)C.O>[F:27][C:28]1[CH:42]=[CH:41][CH:40]=[C:39]([F:43])[C:29]=1[CH2:1][S:2][C:5]1[CH2:9][C:8]([CH3:11])([CH3:10])[O:7][N:6]=1 |f:1.2.3,4.5.6,7.8,^1:13|. Procedure: To a solution of 5.0 g (28.2 mmoles) of 3-methylsulfonyl-5,5-dimethyl-2-isoxazoline (present compound No. 2-1) dissolved in 50 ml of DMF were added, with ice-cooling, 4.5 g (purity: 70%, 56.1 mmoles) of sodium hydrogensulfide hydrate, 7.8 g (56.4 mmoles) of potassium carbonate and 8.7 g (56.5 mmoles) of Rongalit. The mixture was stirred for 2 hours. Thereto was added 5.8 g (28.0 mmoles) of 2,6-difluorobenzylbenzyl bromide. The mixture was stirred at room temperature for 12 hours to give rise to ... Starting materials: CC(=O)OC(C)=O, CC(C)CCn1c(=O)c(C2=NS(=O)(=O)c3cc(N)ccc3N2)c(O)c2cccnc21, O, c1ccncc1. Product: CC(=O)Nc1ccc2c(c1)S(=O)(=O)N=C(c1c(O)c3cccnc3n(CCC(C)C)c1=O)N2. Reaction SMILES: [CH3:31][C:32](=[O:33])[O:34][C:35](=[O:36])[CH3:37].[NH2:1][c:2]1[cH:3][c:4]2[c:5]([cH:29][cH:30]1)[NH:6][C:7]([c:12]1[c:13](=[O:28])[n:14]([CH2:23][CH2:24][CH:25]([CH3:26])[CH3:27])[c:15]3[n:16][cH:17][cH:18][cH:19][c:20]3[c:21]1[OH:22])=[N:8][S:9]2(=[O:10])=[O:11].[OH2:38].[cH:39]1[cH:40][cH:41][n:42][cH:43][cH:44]1>>[NH:1]([c:2]1[cH:3][c:4]2[c:5]([cH:29][cH:30]1)[NH:6][C:7]([c:12]1[c:13](=[O:28])[n:14]([CH2:23][CH2:24][CH:25]([CH3:26])[CH3:27])[c:15]3[n:16][cH:17][cH:18][cH:19][c:20]3[c:21]1[OH:22])=[N:8][S:9]2(=[O:10])=[O:11])[C:32]([CH3:31])=[O:33]. Reactants: C(C)(=O)Cl (Acetyl chloride), FC=1C=C(C=CC1F)N (3,4-Difluoro-phenylamine). The solvent is N1=CC=CC=C1 (pyridine). Conditions: temperature 0 celsius, time 45 minute. Yields the product FC=1C=C(C=CC1F)NC(C)=O (N-(3,4-Difluoro-phenyl)-acetamide). RXN SMILES: [C:1](Cl)(=[O:3])[CH3:2].[F:5][C:6]1[CH:7]=[C:8]([NH2:13])[CH:9]=[CH:10][C:11]=1[F:12]>N1C=CC=CC=1>[F:5][C:6]1[CH:7]=[C:8]([NH:13][C:1](=[O:3])[CH3:2])[CH:9]=[CH:10][C:11]=1[F:12]. Procedure: 1 Acetyl chloride (82.61 mL, 774.50 mmol) was added slowly to a solution of 3,4-Difluoro-phenylamine (100 g, 774.50 mmol) in pyridine (250 mL) in ice bath. The mixture was stirred at 0° C. for 45 min then was kept at room temperature for 3 hrs. Solvent was removed under reduced pressure. The residue was crystallized in acetone/water to give a solid. 1H NMR (300 MHz, CDCl3): δ 7.86 (br, 1H), 7.62-7.55 (m, 1H), 7.07 (m, 2H), 2.16 (s, 3H). Reactants: CCOC(=O)C (EtOAc), FC1=C(C(=C(C(=C1O)F)F)F)F (pentafluorophenol), FC1(C=C2C(=NCN2C)C=C1NC1=C(C=C(C=C1)I)F)C(=O)O (5-fluoro-6-(2-fluoro-4-iodo-phenylamino)-3-methyl-3H-benzoimidazole-5-carboxylic acid), C1(CCCCC1)N=C=NC1CCCCC1 (dicyclohexylcarbodiimide). Run in C1CCOC1 (THF). The product is FC1=C(C(=C(C(=C1OC(=O)C1(C=C2C(=NCN2C)C=C1NC1=C(C=C(C=C1)I)F)F)F)F)F)F (5-fluoro-6-(2-fluoro-4-iodo-phenylamino)-3-methyl-3H-benzoimidazole-5-carboxylic acid pentafluorophenyl ester). Reaction SMILES: [F:1][C:2]1[C:7]([OH:8])=[C:6]([F:9])[C:5]([F:10])=[C:4]([F:11])[C:3]=1[F:12].[F:13][C:14]1([C:33](O)=[O:34])[C:23]([NH:24][C:25]2[CH:30]=[CH:29][C:28]([I:31])=[CH:27][C:26]=2[F:32])=[CH:22][C:17]2=[N:18][CH2:19][N:20]([CH3:21])[C:16]2=[CH:15]1.C1(N=C=NC2CCCCC2)CCCCC1.CCOC(C)=O>C1COCC1>[F:1][C:2]1[C:7]([O:8][C:33]([C:14]2([F:13])[C:23]([NH:24][C:25]3[CH:30]=[CH:29][C:28]([I:31])=[CH:27][C:26]=3[F:32])=[CH:22][C:17]3=[N:18][CH2:19][N:20]([CH3:21])[C:16]3=[CH:15]2)=[O:34])=[C:6]([F:9])[C:5]([F:10])=[C:4]([F:11])[C:3]=1[F:12]. Procedure details: A solution of pentafluorophenol (21.6 g, 0.113 mol) DMF (100 ml) at room temperature was slowly added to a suspension of 5-fluoro-6-(2-fluoro-4-iodo-phenylamino)-3-methyl-3H-benzoimidazole-5-carboxylic acid (40.0 g , 0.093 mol) in 165 ml of THF, followed by dicyclohexylcarbodiimide (24.14 g, 0.118 mol). The mixture was stirred overnight at room temperature (TLC-EtOAc), evaporated under vacuum and is added 200 g of crushed ice to the residual DMF solution. The light yellow compound separated was ... The reactants are CC[N+](CC)(CC)Cc1ccccc1, CN(C)CCCCl, Cc1ccccc1, [Cl-], Cl, [Na+], [OH-], O, OCc1scc2c1-c1ccccc1Sc1ccccc1-2. Product: CN(C)CCCOCc1scc2c1-c1ccccc1Sc1ccccc1-2. Reaction SMILES: [CH2:39]([N+:40]([CH2:41][CH3:42])([CH2:43][CH3:44])[CH2:45][CH3:46])[c:47]1[cH:48][cH:49][cH:50][cH:51][cH:52]1.[CH3:2][N:3]([CH2:4][CH2:5][CH2:6][Cl:7])[CH3:8].[CH3:9][c:10]1[cH:11][cH:12][cH:13][cH:14][cH:15]1.[Cl-:38].[ClH:1].[Na+:37].[OH-:36].[OH2:53].[c:16]1([CH2:34][OH:35])[s:17][cH:18][c:19]2[c:25]1-[c:24]1[c:23]([cH:29][cH:28][cH:27][cH:26]1)[S:22][c:21]1[c:20]-2[cH:33][cH:32][cH:31][cH:30]1>>[CH3:2][N:3]([CH2:4][CH2:5][CH2:6][O:35][CH2:34][c:16]1[s:17][cH:18][c:19]2[c:25]1-[c:24]1[c:23]([cH:29][cH:28][cH:27][cH:26]1)[S:22][c:21]1[c:20]-2[cH:33][cH:32][cH:31][cH:30]1)[CH3:8]. Yields the product C(#N)CC(=O)OC1CN(C1)C(C1=CC=CC=C1)C1=CC=CC=C1 (1-Benzhydryl-3-azetidinyl cyanoacetate). Reported procedure: 4.25 g (0.05 mole) of cyanoacetic acid and 11.95 g (0.05 mole) of 1-benzhydryl-3-hydroxyazetidine were dissolved in 400 ml of tetrahydrofuran. 12.38 g (0.06 mole) of 1,3-dicyclohexylcarbodiimide were then added to the solution, whilst stirring, after which the mixture was stirred at 55° C. for 11 hours. At the end of this time, the mixture was cooled, precipitated crystals were removed and the solvent was removed by distillation under reduced pressure. The residue was dissolved in ethyl acetate ... Starting materials: C(#N)CC(=O)O (cyanoacetic acid), C(C1=CC=CC=C1)(C1=CC=CC=C1)N1CC(C1)O (1-benzhydryl-3-hydroxyazetidine), C1(CCCCC1)N=C=NC1CCCCC1 (1,3-dicyclohexylcarbodiimide). Solvent: O1CCCC1 (tetrahydrofuran). As a reaction SMILES: [C:1]([CH2:3][C:4]([OH:6])=[O:5])#[N:2].[CH:7]([N:20]1[CH2:23][CH:22](O)[CH2:21]1)([C:14]1[CH:19]=[CH:18][CH:17]=[CH:16][CH:15]=1)[C:8]1[CH:13]=[CH:12][CH:11]=[CH:10][CH:9]=1.C1(N=C=NC2CCCCC2)CCCCC1>O1CCCC1>[C:1]([CH2:3][C:4]([O:6][CH:22]1[CH2:23][N:20]([CH:7]([C:8]2[CH:13]=[CH:12][CH:11]=[CH:10][CH:9]=2)[C:14]2[CH:19]=[CH:18][CH:17]=[CH:16][CH:15]=2)[CH2:21]1)=[O:5])#[N:2]. Yields the product COC(=O)C(C)(C)Cc1ncc(-c2cc(C)cc(N(C(=O)OC(C)(C)C)c3nccc(C(F)(F)F)n3)c2)s1. Starting materials: C1CCOC1, COC(=O)C(C)Cc1ncc(-c2cc(C)cc(N(C(=O)OC(C)(C)C)c3nccc(C(F)(F)F)n3)c2)s1, CI, C[Si](C)(C)[N-][Si](C)(C)C, [Li+]. As a reaction SMILES: [CH2:50]1[O:51][CH2:52][CH2:53][CH2:54]1.[CH3:1][O:2][C:3]([CH:4]([CH2:5][c:6]1[s:7][c:8](-[c:11]2[cH:12][c:13]([N:18]([c:19]3[n:20][cH:21][cH:22][c:23]([C:25]([F:26])([F:27])[F:28])[n:24]3)[C:29](=[O:30])[O:31][C:32]([CH3:33])([CH3:34])[CH3:35])[cH:14][c:15]([CH3:17])[cH:16]2)[cH:9][n:10]1)[CH3:36])=[O:37].[CH3:38][I:39].[CH3:41][Si:42]([N-:43][Si:44]([CH3:45])([CH3:46])[CH3:47])([CH3:48])[CH3:49].[Li+:40]>>[CH3:1][O:2][C:3]([C:4]([CH2:5][c:6]1[s:7][c:8](-[c:11]2[cH:12][c:13]([N:18]([c:19]3[n:20][cH:21][cH:22][c:23]([C:25]([F:26])([F:27])[F:28])[n:24]3)[C:29](=[O:30])[O:31][C:32]([CH3:33])([CH3:34])[CH3:35])[cH:14][c:15]([CH3:17])[cH:16]2)[cH:9][n:10]1)([CH3:36])[CH3:41])=[O:37]. The reactants are COCCCCCCCCCCCC(=O)O (12-Methoxydodecanoic Acid). The solvent is CCCCCCC.C(C)(=O)OCC (ethyl acetate heptane). The product is crude residue, COCCCCCCCCCCCCO (12-Methoxydodecanol). Isolated yield 78.2%. RXN SMILES: [CH3:1][O:2][CH2:3][CH2:4][CH2:5][CH2:6][CH2:7][CH2:8][CH2:9][CH2:10][CH2:11][CH2:12][CH2:13][C:14](O)=[O:15]>CCCCCCC.C(OCC)(=O)C>[CH3:1][O:2][CH2:3][CH2:4][CH2:5][CH2:6][CH2:7][CH2:8][CH2:9][CH2:10][CH2:11][CH2:12][CH2:13][CH2:14][OH:15] |f:1.2|. Reported procedure: The title compound was prepared by the method of Example 3 using the title product of Example 1 (3 g, 13 mmol) instead of the title product of Example 2. Chromatography by of the crude residue on silica gel using 50--50 ethyl acetate heptane gave the title compound (2.2 g) as a white powder, m.p. 32.6°-36.7° C. (DSC). The structure was supported by NMR, infrared spectroscopy, elemental analysis and mass spectroscopy.